From a dataset of the Open Reaction Database (ORD), a public repository of structured organic reaction records. describe an organic reaction: reactants, conditions, products, and yield Reactants: CN1C(CC[C@@]2(C3=C(CC[C@@H]12)C=C(C=C3)S)C)=O ((+)-(4aR)-(10bR)-4-methyl-8-mercapto-10b-methyl-1,2,3,4,4a,-5,6,10b-octahydrobenzo[f]quinolin-3-one), C([O-])([O-])=O.[K+].[K+] (potassium carbonate), ClC1=NC(=CC2=CC=CC=C12)C1=CC=CC=C1 (1-chloro-3-phenyl-isoquinoline), CN(C=O)C (dimethylformamide). Solvent: C(C)(=O)OCC (ethyl acetate). Product: CN1C(CC[C@@]2(C3=C(CC[C@@H]12)C=C(C=C3)SC3=NC(=CC1=CC=CC=C31)C3=CC=CC=C3)C)=O ((+)-(4aR)-(10bR)-4-methyl-8-(3-phenyl-1-isoquinolinylthio)-10b-methyl-1,2,3,4,4a,5,6,10b-octahydrobenzo[f]quinolin-3-one). Yield: 41.7%. Reaction SMILES: [CH3:1][N:2]1[C@H:11]2[C@@:6]([CH3:17])([C:7]3[CH:15]=[CH:14][C:13]([SH:16])=[CH:12][C:8]=3[CH2:9][CH2:10]2)[CH2:5][CH2:4][C:3]1=[O:18].C(=O)([O-])[O-].[K+].[K+].Cl[C:26]1[C:35]2[C:30](=[CH:31][CH:32]=[CH:33][CH:34]=2)[CH:29]=[C:28]([C:36]2[CH:41]=[CH:40][CH:39]=[CH:38][CH:37]=2)[N:27]=1.CN(C)C=O>C(OCC)(=O)C>[CH3:1][N:2]1[C@H:11]2[C@@:6]([CH3:17])([C:7]3[CH:15]=[CH:14][C:13]([S:16][C:26]4[C:35]5[C:30](=[CH:31][CH:32]=[CH:33][CH:34]=5)[CH:29]=[C:28]([C:36]5[CH:41]=[CH:40][CH:39]=[CH:38][CH:37]=5)[N:27]=4)=[CH:12][C:8]=3[CH2:9][CH2:10]2)[CH2:5][CH2:4][C:3]1=[O:18] |f:1.2.3|. Reported procedure: A 15 mL round bottom flask was charged with (+)-(4aR)-(10bR)-4-methyl-8-mercapto-10b-methyl-1,2,3,4,4a,-5,6,10b-octahydrobenzo[f]quinolin-3-one (86 mg, 0.33 mmol), potassium carbonate (158 mg, 1.14 mmol), 1-chloro-3-phenyl-isoquinoline (95 mg, 0.40 mmol) and 1 mL of anhydrous dimethylformamide, fitted with a reflux condenser, and the stirred mixture was heated at 60°, under nitrogen, for 18 h. The mixture was cooled, diluted with ethyl acetate (75 mL) and washed with brine (2×25 mL). The combine... The reactants are NN1C(C2=CC=CC=C2C(=N1)C1=CC=C(C=C1)Cl)=O (2-amino-4-(4-chlorophenyl)phthalazin-1(2H)-one), C1(CCCC1)CC(=O)O (2-cyclopentylacetic acid). Yields the product ClC1=CC=C(C=C1)C1=NN(C(C2=CC=CC=C12)=O)NC(CC1CCCC1)=O (N-[4-(4-chlorophenyl)-1-oxophthalazin-2(1H)-yl]-2-cyclopentylacetamide). Reaction SMILES: [NH2:1][N:2]1[N:11]=[C:10]([C:12]2[CH:17]=[CH:16][C:15]([Cl:18])=[CH:14][CH:13]=2)[C:9]2[C:4](=[CH:5][CH:6]=[CH:7][CH:8]=2)[C:3]1=[O:19].[CH:20]1([CH2:25][C:26](O)=[O:27])[CH2:24][CH2:23][CH2:22][CH2:21]1>>[Cl:18][C:15]1[CH:16]=[CH:17][C:12]([C:10]2[C:9]3[C:4](=[CH:5][CH:6]=[CH:7][CH:8]=3)[C:3](=[O:19])[N:2]([NH:1][C:26](=[O:27])[CH2:25][CH:20]3[CH2:24][CH2:23][CH2:22][CH2:21]3)[N:11]=2)=[CH:13][CH:14]=1. Procedure details: The product of Example 86A and 2-cyclopentylacetic acid were treated using a method similar to that described in Example 57 to give the title compound. 1H NMR (500 MHz, DMSO-d6/Deuterium Oxide) δ ppm 8.40-8.43 (m, 1H), 7.88-8.04 (m, 2H), 7.73-7.75 (m, 1H), 7.59-7.69 (m, 4H), 2.33 (d, J=7.4 Hz, 2H), 2.16-2.28 (m, 1H), 1.75-1.87 (m, 2H), 1.59-1.69 (m, 2H), 1.49-1.58 (m, 2H), 1.19-1.31 (m, 2H); MS (ESI−) M/Z 380 (M−H)−. Reactants: O=C(CCCC(=O)O)C (5-oxohexanoic acid), C(C)(=O)OC(C)(C)C (t-butyl acetate), C([O-])(O)=O.[Na+] (sodium bicarbonate), O (water). The reagents and catalysts are Cl(=O)(=O)(=O)O (perchloric acid). Run in C(C)(=O)OCC (ethyl acetate). Run at time 65 hour. The product is O=C(CCCC(=O)OC(C)(C)C)C (tert-Butyl 5-oxohexanoate). Yield: 85.0%. RXN SMILES: [O:1]=[C:2]([CH3:9])[CH2:3][CH2:4][CH2:5][C:6]([OH:8])=[O:7].C(=O)(O)[O-].[Na+].O.C(O[C:20]([CH3:23])([CH3:22])[CH3:21])(=O)C>C(OCC)(=O)C.Cl(O)(=O)(=O)=O>[O:1]=[C:2]([CH3:9])[CH2:3][CH2:4][CH2:5][C:6]([O:8][C:20]([CH3:23])([CH3:22])[CH3:21])=[O:7] |f:1.2|. Procedure: To a solution of 5-oxohexanoic acid (25 g, 192 mmol) in t-butyl acetate (600 mL) was added perchloric acid (500 μL, 8.31 mmol) and the resulting pale yellow solution was allowed to stir at room temp, with a drying tube in place, for 65 h. The reaction was diluted with ethyl acetate (400 mL) and then quenched with a mixture of sodium bicarbonate (50 g, 595 mmol) and water (100 mL). The organic layer was extracted with saturated aqueous sodium bicarbonate (5×150 mL), water (1×100 mL), brine (1×75 ... Starting materials: O=C([O-])[O-], CC(=O)Nc1ncc(Cl)s1, CN(C)C=O, [K+], [K+], Sc1ccncc1. Yields the product CC(=O)Nc1ncc(Sc2ccncc2)s1. Reaction SMILES: [C:18](=[O:19])([O-:20])[O-:21].[C:1]([CH3:2])(=[O:3])[NH:4][c:5]1[s:6][c:7]([Cl:10])[cH:8][n:9]1.[CH3:24][N:25]([CH3:26])[CH:27]=[O:28].[K+:22].[K+:23].[SH:11][c:12]1[cH:13][cH:14][n:15][cH:16][cH:17]1>>[C:1]([CH3:2])(=[O:3])[NH:4][c:5]1[s:6][c:7]([S:11][c:12]2[cH:13][cH:14][n:15][cH:16][cH:17]2)[cH:8][n:9]1. The reactants are C1(=CC=CC=C1)C(=O)C1CCN(CC1)CCC1=CC=CC=C1 (phenyl-[1-(2-phenylethyl)-4-piperidyl]-ketone), Example 10, [BH4-].[Na+] (NaBH4). Run in O1CCCC1 (tetrahydrofuran), [OH-].[Na+] (NaOH). Run at time 30 minute. Product: C1(=CC=CC=C1)C(O)C1CCN(CC1)CCC1=CC=CC=C1 (α-phenyl-[1-(2-phenylethyl )]-4-piperidinemethanol). As a reaction SMILES: [C:1]1([C:7]([CH:9]2[CH2:14][CH2:13][N:12]([CH2:15][CH2:16][C:17]3[CH:22]=[CH:21][CH:20]=[CH:19][CH:18]=3)[CH2:11][CH2:10]2)=[O:8])[CH:6]=[CH:5][CH:4]=[CH:3][CH:2]=1.[BH4-].[Na+]>O1CCCC1.[OH-].[Na+]>[C:1]1([CH:7]([CH:9]2[CH2:14][CH2:13][N:12]([CH2:15][CH2:16][C:17]3[CH:22]=[CH:21][CH:20]=[CH:19][CH:18]=3)[CH2:11][CH2:10]2)[OH:8])[CH:2]=[CH:3][CH:4]=[CH:5][CH:6]=1 |f:1.2,4.5|. Procedure details: A solution of phenyl-[1-(2-phenylethyl)-4-piperidyl]-ketone (0.10 g) in tetrahydrofuran (0.40 g) was added to wet surface-modified adsorbent of Example 10 (1.0 g) in excess aqueous NaOH pH 9.0 (2.0 mL). This mixture was stirred at ambient temperature for 30 minutes. After this, NaBH4 (20 mg) was added and the resulting mixture was stirred at ambient temperature for 16 hours. The liquid phase was then decanted and the adsorbent was washed with tetrahydrofuran in order to quantitatively extract al...